Dataset: the Open Reaction Database (ORD), a public repository of structured organic reaction records. Task: describe an organic reaction: reactants, conditions, products, and yield Starting materials: F[B-](F)(F)F, CCN(C(C)C)C(C)C, CC(=O)O, CCOC(C)=O, NCc1ccc(Cl)cc1, CN(C)C=O, CN(C)C(On1nnc2ccccc21)=[N+](C)C. The product is CC(=O)NCc1ccc(Cl)cc1. As a reaction SMILES: [B-:14]([F:15])([F:16])([F:17])[F:18].[CH2:36]([N:37]([CH:38]([CH3:39])[CH3:40])[CH:41]([CH3:42])[CH3:43])[CH3:44].[CH3:1][C:2]([OH:3])=[O:4].[CH3:50][CH2:51][O:52][C:53]([CH3:54])=[O:55].[Cl:5][c:6]1[cH:7][cH:8][c:9]([CH2:12][NH2:13])[cH:10][cH:11]1.[O:45]=[CH:46][N:47]([CH3:48])[CH3:49].[n:19]1([O:20][C:21]([N:22]([CH3:23])[CH3:24])=[N+:25]([CH3:26])[CH3:27])[c:28]2[cH:29][cH:30][cH:31][cH:32][c:33]2[n:34][n:35]1>>[CH3:1][C:2](=[O:4])[NH:13][CH2:12][c:9]1[cH:8][cH:7][c:6]([Cl:5])[cH:11][cH:10]1. The reactants are OC1=CC=C2CCCC(C2=C1)=O (3,4-dihydro-7-hydroxy-1(2H)-naphthalenone), ice water, CC(C)([O-])C.[K+] (potassium tert-butoxide), C=1C=CC=2C(C1)=CC=CC2O (naphthol), BrC(C)C (2-bromopropane). The solvent is CS(=O)C (dimethyl sulfoxide), CS(=O)C (dimethyl sulfoxide). The product is CC(C)OC1=CC=C2CCCC(C2=C1)=O (3,4-Dihydro-7-(1-methylethoxy)-1(2H)-naphthalenone). Yield: 65.0%. RXN SMILES: [CH3:1][C:2](C)([O-])[CH3:3].[K+].[OH:7][C:8]1[CH:17]=[C:16]2[C:11]([CH2:12][CH2:13][CH2:14][C:15]2=[O:18])=[CH:10][CH:9]=1.BrC(C)C.C1C=CC2C(=CC=CC=2O)C=1>CS(C)=O>[CH3:1][CH:2]([O:7][C:8]1[CH:17]=[C:16]2[C:11]([CH2:12][CH2:13][CH2:14][C:15]2=[O:18])=[CH:10][CH:9]=1)[CH3:3] |f:0.1|. Reported procedure: A suspension of 24.3 g (0.22 mole) of potassium tert-butoxide in 240 ml of dimethyl sulfoxide under a nitrogen atmosphere was stirred and cooled in a cold water bath while a solution of 29.2 g (0.18 mole) of 3,4-dihydro-7-hydroxy-1(2H)-naphthalenone in 400 ml of dimethyl sulfoxide was added dropwise over 45 minutes. The mixture was stirred at room temperature for an additional 45 minutes, and then 23.7 ml (31.0 g; 0.25 mole) of 2-bromopropane was added in one portion. After stirring for an addit... The reactants are O=S(=O)(Cl)c1cccc2cncc(Br)c12, CN(C(=O)OC(C)(C)C)C1CCNC1, CN(C(=O)OC(C)(C)C)C1CCNC1, O=S(=O)(Cl)c1cccc2cncc(F)c12. The product is Cl, CN(C(=O)OC(C)(C)C)C1CCN(S(=O)(=O)c2cccc3cncc(F)c23)C1. RXN SMILES: [Br:30][c:31]1[c:32]2[c:33]([S:34]([Cl:35])(=[O:36])=[O:37])[cH:38][cH:39][cH:40][c:41]2[cH:42][n:43][cH:44]1.[C:16]([CH3:17])([CH3:18])([CH3:19])[O:20][C:21](=[O:22])[N:23]([CH3:24])[CH:25]1[CH2:26][NH:27][CH2:28][CH2:29]1.[C:45]([O:46][C:47]([N:48]([CH:49]1[CH2:50][CH2:51][NH:52][CH2:53]1)[CH3:54])=[O:55])([CH3:56])([CH3:57])[CH3:58].[F:1][c:2]1[cH:3][n:4][cH:5][c:6]2[cH:7][cH:8][cH:9][c:10]([S:12](=[O:13])(=[O:14])[Cl:15])[c:11]12>>[ClH:15].[F:1][c:2]1[cH:3][n:4][cH:5][c:6]2[cH:7][cH:8][cH:9][c:10]([S:12](=[O:13])(=[O:14])[N:27]3[CH2:26][CH:25]([N:23]([C:21]([O:20][C:16]([CH3:17])([CH3:18])[CH3:19])=[O:22])[CH3:24])[CH2:29][CH2:28]3)[c:11]12. The reactants are Cc1ccc(C#N)cc1NCC=O, O=C(Cl)CCl, [Na+], [Na+], O=C([O-])[O-], O, c1ccccc1. Yields the product Cc1ccc(C#N)cc1N(CC=O)C(=O)CCl. Reaction SMILES: [CH3:1][c:2]1[c:3]([NH:4][CH2:5][CH:6]=[O:7])[cH:8][c:9]([C:12]#[N:13])[cH:10][cH:11]1.[Cl:26][CH2:27][C:28](=[O:29])[Cl:30].[Na+:14].[Na+:15].[O-:16][C:17](=[O:18])[O-:19].[OH2:31].[cH:20]1[cH:21][cH:22][cH:23][cH:24][cH:25]1>>[CH3:1][c:2]1[c:3]([N:4]([CH2:5][CH:6]=[O:7])[C:28]([CH2:27][Cl:26])=[O:29])[cH:8][c:9]([C:12]#[N:13])[cH:10][cH:11]1. Reactants: [N+](=O)([O-])C=1C=C(NC(C2=CC=C(C=C2)N(C)C)=O)C=CC1[N+](=O)[O-] (3,4-dinitro-N-(4-dimethylaminobenzoyl)aniline), O1CCC2=C1C=CC(=C2)C=O (2,3-dihydrobenzofuran-5-carboxaldehyde). The product is O1CCC2=C1C=CC(=C2)C2=NC1=C(N2)C=CC(=C1)NC(C1=CC=C(C=C1)N(C)C)=O (N-(2-(2,3-dihydrobenzofuran-5-yl)-1H-benzo[d]imidazol-5-yl)-4-(dimethylamino)benzamide). Reaction SMILES: [N+:1]([C:4]1[CH:5]=[C:6]([CH:19]=[CH:20][C:21]=1[N+:22]([O-])=O)[NH:7][C:8](=[O:18])[C:9]1[CH:14]=[CH:13][C:12]([N:15]([CH3:17])[CH3:16])=[CH:11][CH:10]=1)([O-])=O.[O:25]1[C:29]2[CH:30]=[CH:31][C:32]([CH:34]=O)=[CH:33][C:28]=2[CH2:27][CH2:26]1>>[O:25]1[C:29]2[CH:30]=[CH:31][C:32]([C:34]3[NH:22][C:21]4[CH:20]=[CH:19][C:6]([NH:7][C:8](=[O:18])[C:9]5[CH:14]=[CH:13][C:12]([N:15]([CH3:17])[CH3:16])=[CH:11][CH:10]=5)=[CH:5][C:4]=4[N:1]=3)=[CH:33][C:28]=2[CH2:27][CH2:26]1. Procedure details: Compound 183 was prepared according to the procedure similar to that described in Scheme III from 3,4-dinitro-N-(4-dimethylaminobenzoyl)aniline and 2,3-dihydrobenzofuran-5-carboxaldehyde. [M+H]+ calcd for C24H24N4O2: 399.18; found: 399.47.